Dataset: the Open Reaction Database (ORD), a public repository of structured organic reaction records. Task: describe an organic reaction: reactants, conditions, products, and yield The product is COC(=O)c1cccc(N)c1C. The reactants are CO, COC(=O)c1cccc([N+](=O)[O-])c1C. As a reaction SMILES: [CH3:15][OH:16].[CH3:1][c:2]1[c:3]([C:4](=[O:5])[O:6][CH3:7])[cH:8][cH:9][cH:10][c:11]1[N+:12]([O-:13])=[O:14]>>[CH3:1][c:2]1[c:3]([C:4](=[O:5])[O:6][CH3:7])[cH:8][cH:9][cH:10][c:11]1[NH2:12]. The reactants are C(C)(C)[N-]C(C)C.[Li+] (Lithium diisopropyl amide), COC(=O)C1CCN(CC1)C(=O)OC(C)(C)C (Piperidine-1,4-dicarboxylic acid 1-tert-butyl ester 4-methyl ester), IC (Iodomethane). Run in C1CCOC1 (THF), C1CCOC1 (THF). Run at temperature -78 celsius, time 1 hour. Yields the product COC(=O)C1(CCN(CC1)C(=O)OC(C)(C)C)C (4-methyl-piperidine-1,4-dicarboxylic acid 1-tert-butyl ester 4-methyl ester). The yield is 64.0%. As a reaction SMILES: [CH3:1][O:2][C:3]([CH:5]1[CH2:10][CH2:9][N:8]([C:11]([O:13][C:14]([CH3:17])([CH3:16])[CH3:15])=[O:12])[CH2:7][CH2:6]1)=[O:4].[CH:18]([N-]C(C)C)(C)C.[Li+].IC>C1COCC1>[CH3:1][O:2][C:3]([C:5]1([CH3:18])[CH2:6][CH2:7][N:8]([C:11]([O:13][C:14]([CH3:17])([CH3:16])[CH3:15])=[O:12])[CH2:9][CH2:10]1)=[O:4] |f:1.2|. Procedure details: Piperidine-1,4-dicarboxylic acid 1-tert-butyl ester 4-methyl ester (1.00 g, 4.11 mmol) is dissolved in THF (10 mL) and cooled to −78° C. 2.0 M Lithium diisopropyl amide in THF is added dropwise, then stirred for 1 hour. Iodomethane (0.563 mL, 9.04 mmol) is added and the mixture is stirred for 1 hour. The cold bath is removed and the reaction stirred for an additional 0.5 hour. The reaction mixture is quenched with saturated ammonium chloride (3 mL), concentrated, taken up in dichloromethane, and... Reactants: BrCCCCc1ccccc1, O=C([O-])[O-], CCOC(=O)N1CCNCC1, CCC(C)=O, [K+], [K+], O. Yields the product CCOC(=O)N1CCN(CCCCc2ccccc2)CC1. RXN SMILES: [Br:1][CH2:2][CH2:3][CH2:4][CH2:5][c:6]1[cH:7][cH:8][cH:9][cH:10][cH:11]1.[C:23](=[O:24])([O-:25])[O-:26].[CH2:12]([CH3:13])[O:14][C:15](=[O:16])[N:17]1[CH2:18][CH2:19][NH:20][CH2:21][CH2:22]1.[CH3:30][C:31](=[O:32])[CH2:33][CH3:34].[K+:27].[K+:28].[OH2:29]>>[CH2:2]([CH2:3][CH2:4][CH2:5][c:6]1[cH:7][cH:8][cH:9][cH:10][cH:11]1)[N:20]1[CH2:19][CH2:18][N:17]([C:15]([O:14][CH2:12][CH3:13])=[O:16])[CH2:22][CH2:21]1. Starting materials: CCO, ClCC1CO1, [Na+], [OH-], O, Oc1cccc2ccccc12. Product: c1ccc2c(OCC3CO3)cccc2c1. RXN SMILES: [CH3:19][CH2:20][OH:21].[Cl:14][CH2:15][CH:16]1[CH2:17][O:18]1.[Na+:13].[OH-:12].[OH2:22].[OH:1][c:2]1[cH:3][cH:4][cH:5][c:6]2[cH:7][cH:8][cH:9][cH:10][c:11]12>>[O:1]([c:2]1[cH:3][cH:4][cH:5][c:6]2[cH:7][cH:8][cH:9][cH:10][c:11]12)[CH2:15][CH:16]1[CH2:17][O:18]1. The reactants are Heptanes, CO (MeOH), C(=O)(Cl)Cl (Phosgene), ClC=1C=CC(=C(C1)[C@](O)(C(F)(F)F)C#CC1CC1)N ((S)-5-Chloro-α-(cyclopropylethynyl)-2-amino-α-(trifluoromethyl)benzenemethanol), CO (Methanol). The solvent is heptanes, C1CCOC1 (THF). Run at temperature 22.5 celsius, time 1 hour. Yields the product ClC=1C=CC2=C([C@](OC(N2)=O)(C(F)(F)F)C#CC2CC2)C1 ((S)-6-Chloro-4-(cyclopropyl-ethynyl)-1,4-dihydro-4-(trifluoromethyl)-2H-3,1-benzoxazine-2-one). Reaction SMILES: [Cl:1][C:2]1[CH:3]=[CH:4][C:5]([NH2:19])=[C:6]([C@@:8]([C:14]#[C:15][CH:16]2[CH2:18][CH2:17]2)([C:10]([F:13])([F:12])[F:11])[OH:9])[CH:7]=1.[C:20](Cl)(Cl)=[O:21].CO>C1COCC1>[Cl:1][C:2]1[CH:3]=[CH:4][C:5]2[NH:19][C:20](=[O:21])[O:9][C@:8]([C:14]#[C:15][CH:16]3[CH2:17][CH2:18]3)([C:10]([F:12])([F:13])[F:11])[C:6]=2[CH:7]=1. Procedure details: (S)-5-Chloro-α-(cyclopropylethynyl)-2-amino-α-(trifluoromethyl)benzenemethanol (15.7 kg, 54.3 mol) was dissolved in a mixture of heptanes (32 kg) and THF (52 kg) below -10° C. Phosgene (~8.0 kg, 80 mol) was directly fed below the surface over about 1 h, keeping the temperature below 0° C. The resulting slurry was warmed to 20-25° C. and held 1 hour. Methanol (6.5 kg, 203 mol) was added and the solution stirred about 30 min. Heptanes (97 kg) was added and ~140 L of solvent was distilled under red... Reactants: FC1=C(C=O)C(=CC=C1)F (2,6-difluorobenzaldehyde), C(C1=CC=CC=C1)N1CCNCC1 (1-benzylpiperazine), C([O-])([O-])=O.[K+].[K+] (potassium carbonate). Solvent: CN(C=O)C (N,N-dimethylformamide). Conditions: time 8 hour. The product is FC1=C(C=O)C(=CC=C1)N1CCN(CC1)CC1=CC=CC=C1 (2-fluoro-6-[4-benzylpiperazin-1-yl]-benzaldehyde). The yield is 74.5%. Reaction SMILES: F[C:2]1[CH:9]=[CH:8][CH:7]=[C:6]([F:10])[C:3]=1[CH:4]=[O:5].[CH2:11]([N:18]1[CH2:23][CH2:22][NH:21][CH2:20][CH2:19]1)[C:12]1[CH:17]=[CH:16][CH:15]=[CH:14][CH:13]=1.C(=O)([O-])[O-].[K+].[K+]>CN(C)C=O>[F:10][C:6]1[CH:7]=[CH:8][CH:9]=[C:2]([N:21]2[CH2:22][CH2:23][N:18]([CH2:11][C:12]3[CH:13]=[CH:14][CH:15]=[CH:16][CH:17]=3)[CH2:19][CH2:20]2)[C:3]=1[CH:4]=[O:5] |f:2.3.4|. Reported procedure: Combine 2,6-difluorobenzaldehyde (5.00 g, 35.2 mmol), 1-benzylpiperazine (7.30 mL, 42.2 mmol) and potassium carbonate (5.83 g, 42.2 mmol) in dry N,N-dimethylformamide (10 mL) under an atmosphere of nitrogen. Heat the reaction to 80° C. for 4 hours. Cool the reaction to room temperature (20° C.) and stir overnight. Quench the reaction with water (100 mL) and extract with ethyl acetate (3×100 mL). Combine the organic extracts, wash with saturated ammonium chloride (4×100 mL), dry over anhydrous ma... The reactants are C(C)(=O)OC(C1CCC=2N(C3=CC=CC=C3C2CC)C1=O)C=1N=CN(C1C)C(C1=CC=CC=C1)(C1=CC=CC=C1)C1=CC=CC=C1 (7-[(acetoxy)(5-methyl-1-trityl-1H-imidazol-4-yl)methyl]-10-ethyl-8,9-dihydropyrido[1,2-a]indol-6(7H)-one), N12CCCCCC2=NCCC1 (1,8-diazabicyclo[5.4.0]undec-7-ene). Run in O (water), C1(=CC=CC=C1)C (toluene). Run at temperature 75 celsius, time 3 hour. Yields the product C(C)C1=C2N(C3=CC=CC=C13)C(C(CC2)=CC=2N=CN(C2C)C(C2=CC=CC=C2)(C2=CC=CC=C2)C2=CC=CC=C2)=O (10-ethyl-8,9-dihydro-7-[(5-methyl-1-trityl-1H-imidazol-4-yl)methylene]pyrido[1,2-a]indol-6(7H)-one). The yield is 76.0%. RXN SMILES: C(O[CH:5]([C:22]1[N:23]=[CH:24][N:25]([C:28]([C:41]2[CH:46]=[CH:45][CH:44]=[CH:43][CH:42]=2)([C:35]2[CH:40]=[CH:39][CH:38]=[CH:37][CH:36]=2)[C:29]2[CH:34]=[CH:33][CH:32]=[CH:31][CH:30]=2)[C:26]=1[CH3:27])[CH:6]1[C:20](=[O:21])[N:10]2[C:11]3[C:16]([C:17]([CH2:18][CH3:19])=[C:9]2[CH2:8][CH2:7]1)=[CH:15][CH:14]=[CH:13][CH:12]=3)(=O)C.N12CCCN=C1CCCCC2>C1(C)C=CC=CC=1.O>[CH2:18]([C:17]1[C:16]2[C:11](=[CH:12][CH:13]=[CH:14][CH:15]=2)[N:10]2[C:20](=[O:21])[C:6](=[CH:5][C:22]3[N:23]=[CH:24][N:25]([C:28]([C:41]4[CH:42]=[CH:43][CH:44]=[CH:45][CH:46]=4)([C:29]4[CH:30]=[CH:31][CH:32]=[CH:33][CH:34]=4)[C:35]4[CH:36]=[CH:37][CH:38]=[CH:39][CH:40]=4)[C:26]=3[CH3:27])[CH2:7][CH2:8][C:9]=12)[CH3:19]. Procedure: To a solution of 7-[(acetoxy)(5-methyl-1-trityl-1H-imidazol-4-yl)methyl]-10-ethyl-8,9-dihydropyrido[1,2-a]indol-6(7H)-one (2.06 g) in toluene (30 ml) at room temperature was added 1,8-diazabicyclo[5.4.0]undec-7-ene (1.2 ml). After being stirred at 75° C. for 3 hours, the solution was diluted with chilled water. The organic layer separated was washed with aqueous oxalic acid solution, water, and brine, dried over anhydrous sodium sulfate, and evaporated in vacuo. The residue was triturated with m... Starting materials: FC1=CC=C2C(=CN(C2=C1)C)C=1OC2=C(N1)C=CC(=C2)CC(=O)OC (methyl (2-(6-fluoro-1-methyl-3-indolyl)-6-benzoxazolyl)acetate), C1CCOC1 (THF), [OH-].[Na+] (NaOH). Solvent: Cl (HCl). Conditions: time 4 hour. Yields the product FC1=CC=C2C(=CN(C2=C1)C)C=1OC2=C(N1)C=CC(=C2)CC(=O)O ((2-(6-fluoro-1-methyl-3-indolyl)-6-benzoxazolyl)acetic acid). The yield is 86.9%. RXN SMILES: [F:1][C:2]1[CH:10]=[C:9]2[C:5]([C:6]([C:12]3[O:13][C:14]4[CH:20]=[C:19]([CH2:21][C:22]([O:24]C)=[O:23])[CH:18]=[CH:17][C:15]=4[N:16]=3)=[CH:7][N:8]2[CH3:11])=[CH:4][CH:3]=1.C1COCC1.[OH-].[Na+]>Cl>[F:1][C:2]1[CH:10]=[C:9]2[C:5]([C:6]([C:12]3[O:13][C:14]4[CH:20]=[C:19]([CH2:21][C:22]([OH:24])=[O:23])[CH:18]=[CH:17][C:15]=4[N:16]=3)=[CH:7][N:8]2[CH3:11])=[CH:4][CH:3]=1 |f:2.3|. Procedure details: To methyl (2-(6-fluoro-1-methyl-3-indolyl)-6-benzoxazolyl)acetate (889 mg, 2.63 mmol) were added THF (25 ml) and 0.25N NaOH (15.8 ml, 3.95 mmol). The resulting mixture was stirred at room temperature for 4 hours. The reaction mixture was poured in 1N HCl (30 ml). The crystals thus precipitated were collected by filtration under reduced pressure, washed with water, and dried under reduced pressure to give (2-(6-fluoro-1-methyl-3-indolyl)-6-benzoxazolyl)acetic acid (741 mg, 87%) as a brown solid. Reactants: CN1CCN(c2nn(S(=O)(=O)c3ccccc3)c3ccccc23)CC1, CS(C)=O, [K+], [K+], N#CBr, O=C([O-])[O-], O. Product: N#CN1CCN(c2nn(S(=O)(=O)c3ccccc3)c3ccccc23)CC1. As a reaction SMILES: [CH3:1][N:2]1[CH2:3][CH2:4][N:5]([c:8]2[n:9][n:10]([S:17](=[O:18])(=[O:19])[c:20]3[cH:21][cH:22][cH:23][cH:24][cH:25]3)[c:11]3[cH:12][cH:13][cH:14][cH:15][c:16]23)[CH2:6][CH2:7]1.[CH3:36][S:37]([CH3:38])=[O:39].[K+:26].[K+:27].[N:32]#[C:33][Br:34].[O-:28][C:29]([O-:30])=[O:31].[OH2:35]>>[C:1]([N:2]1[CH2:3][CH2:4][N:5]([c:8]2[n:9][n:10]([S:17](=[O:18])(=[O:19])[c:20]3[cH:21][cH:22][cH:23][cH:24][cH:25]3)[c:11]3[cH:12][cH:13][cH:14][cH:15][c:16]23)[CH2:6][CH2:7]1)#[N:32].